This data is from the Open Reaction Database (ORD), a public repository of structured organic reaction records. The task is: describe an organic reaction: reactants, conditions, products, and yield Starting materials: C(C)(C)(C)OC(=O)N[C@H]1CCOCC\C=C/[C@H]2[C@](NC([C@H]3N(C1=O)C[C@@H](C3)O)=O)(C2)C(=O)OCC ((2R,6S,13aS,14aR,16aS,Z)-ethyl 6-(tert-butoxycarbonylamino)-2-hydroxy-5,16-dioxo-2,3,5,6,7,8,10,11,13a,14,14a,15,16,16a-tetradecahydro-1H-cyclopropa(j)pyrrolo[1,2-f][1,6,9]oxadiazacyclopentadecine-14a-carboxylate), N1(C=NC=C1)C(=O)N1C=NC=C1 (di(1H-imidazol-1-yl)methanone), Cl.FC1=C2CNCC2=CC=C1 (4-Fluoroisoindoline hydrochloride), C(C)N(C(C)C)C(C)C (N-ethyl-N-isopropylpropan-2-amine). The solvent is C1(=CC=CC=C1)C (toluene). Run at time 3 hour. The product is C(C)(C)(C)OC(=O)N[C@H]1CCOCC\C=C/[C@H]2[C@](NC([C@H]3N(C1=O)C[C@@H](C3)OC(=O)N3CC1=CC=CC(=C1C3)F)=O)(C2)C(=O)OCC ((2R,6S,13aS,14aR,16aS,Z)-ethyl 6-(tert-butoxycarbonylamino)-2-(4-fluoroisoindoline-2-carbonyloxy)-5,16-dioxo-2,3,5,6,7,8,10,11,13a,14,14a,15,16,16a-tetradecahydro-1H-cyclopropa(j)pyrrolo[1,2-f][1,6,9]oxadiazacyclopentadecine-14a-carboxylate). Isolated yield 76.7%. RXN SMILES: [C:1]([O:5][C:6]([NH:8][C@@H:9]1[C:23](=[O:24])[N:22]2[CH2:25][C@H:26]([OH:28])[CH2:27][C@H:21]2[C:20](=[O:29])[NH:19][C@:18]2([C:31]([O:33][CH2:34][CH3:35])=[O:32])[CH2:30][C@H:17]2[CH:16]=[CH:15][CH2:14][CH2:13][O:12][CH2:11][CH2:10]1)=[O:7])([CH3:4])([CH3:3])[CH3:2].N1([C:41]([N:43]2[CH:47]=[CH:46]N=[CH:44]2)=[O:42])C=CN=C1.C(N(C(C)C)C(C)C)C.Cl.[F:58][C:59]1[CH:67]=CC=[C:64]2[C:60]=1CN[CH2:63]2>C1(C)C=CC=CC=1>[C:1]([O:5][C:6]([NH:8][C@@H:9]1[C:23](=[O:24])[N:22]2[CH2:25][C@H:26]([O:28][C:41]([N:43]3[CH2:44][C:67]4[C:46](=[CH:63][CH:64]=[CH:60][C:59]=4[F:58])[CH2:47]3)=[O:42])[CH2:27][C@H:21]2[C:20](=[O:29])[NH:19][C@:18]2([C:31]([O:33][CH2:34][CH3:35])=[O:32])[CH2:30][C@H:17]2[CH:16]=[CH:15][CH2:14][CH2:13][O:12][CH2:11][CH2:10]1)=[O:7])([CH3:4])([CH3:3])[CH3:2] |f:3.4|. Procedure: (2R,6S,13aS,14aR,16aS,Z)-ethyl 6-(tert-butoxycarbonylamino)-2-hydroxy-5,16-dioxo-2,3,5,6,7,8,10,11,13a,14,14a,15,16,16a-tetradecahydro-1H-cyclopropa(j)pyrrolo[1,2-f][1,6,9]oxadiazacyclopentadecine-14a-carboxylate (0.096 g, 0.19 mmol) in toluene (5 mL) was added di(1H-imidazol-1-yl)methanone (0.041 g, 0.25 mmol) in one portion. The reaction was stirred at rt for 3 hrs. To the reaction was then added the N-ethyl-N-isopropylpropan-2-amine (0.17 ml, 0.99 mmol), followed by 4-Fluoroisoindoline hydroc... Reactants: CS(=O)(=O)C1=CC=C(C=C1)C=1C=C2C(=CN1)OC(C2)C2CCN(CC2)C#N (4-[5-(4-methanesulfonyl-phenyl)-2,3-dihydro-furo[2,3-c]pyridin-2-yl]-piperidine-1-carbonitrile), FC(C(=N)NO)(F)F (2,2,2-trifluoro-N-hydroxy-acetamidine). Yields the product CS(=O)(=O)C1=CC=C(C=C1)C=1C=C2C(=CN1)OC(C2)C2CCN(CC2)C2=NC(=NO2)C(F)(F)F (5-(4-Methanesulfonyl-phenyl)-2-[1-(3-trifluoromethyl-[1,2,4]oxadiazol-5-yl)-piperidin-4-yl]-2,3-dihydro-furo[2,3-c]pyridine). RXN SMILES: [CH3:1][S:2]([C:5]1[CH:10]=[CH:9][C:8]([C:11]2[CH:12]=[C:13]3[CH2:19][CH:18]([CH:20]4[CH2:25][CH2:24][N:23]([C:26]#[N:27])[CH2:22][CH2:21]4)[O:17][C:14]3=[CH:15][N:16]=2)=[CH:7][CH:6]=1)(=[O:4])=[O:3].[F:28][C:29]([F:35])([F:34])[C:30]([NH:32][OH:33])=N>>[CH3:1][S:2]([C:5]1[CH:10]=[CH:9][C:8]([C:11]2[CH:12]=[C:13]3[CH2:19][CH:18]([CH:20]4[CH2:25][CH2:24][N:23]([C:26]5[O:33][N:32]=[C:30]([C:29]([F:35])([F:34])[F:28])[N:27]=5)[CH2:22][CH2:21]4)[O:17][C:14]3=[CH:15][N:16]=2)=[CH:7][CH:6]=1)(=[O:3])=[O:4]. Procedure details: The title compound is prepared from 4-[5-(4-methanesulfonyl-phenyl)-2,3-dihydro-furo[2,3-c]pyridin-2-yl]-piperidine-1-carbonitrile and 2,2,2-trifluoro-N-hydroxy-acetamidine following a procedure analogous to that described in Example 2. LC (method 5): tR=1.32 min; Mass spectrum (ESI+): m/z=495 [M+H]+. Reactants: OCCCCCN(C(CCCCCC)=O)C(C)C (N-(5-Hydroxypentyl)-N-isopropylheptanamide), [Br-] (bromide). Yields the product BrCCCCCN(C(CCCCCC)=O)C(C)C (N-(5-Bromopentyl)-N-isopropylheptanamide). Isolated yield 82.0%. RXN SMILES: O[CH2:2][CH2:3][CH2:4][CH2:5][CH2:6][N:7]([CH:16]([CH3:18])[CH3:17])[C:8](=[O:15])[CH2:9][CH2:10][CH2:11][CH2:12][CH2:13][CH3:14].[Br-:19]>>[Br:19][CH2:2][CH2:3][CH2:4][CH2:5][CH2:6][N:7]([CH:16]([CH3:18])[CH3:17])[C:8](=[O:15])[CH2:9][CH2:10][CH2:11][CH2:12][CH2:13][CH3:14]. Procedure details: N-(5-Hydroxypentyl)-N-isopropylheptanamide (0.25 g, 0.97 mmol) was converted to the corresponding bromide as described above to give the title compound (0.25 g. 82%) as a colorless oil. TLC:EtOAc/hexanes (3:7), Rf˜0.40; 1H NMR (300 MHz, 55/45 mixture of rotamers) δ 4.60-4.70 and 3.96-4.10 (m, 1H for two rotamers), 3.46 and 3.36 (t, J=5.8 Hz 2H for two rotamers), 3.02-3.10 (m, 2H), 2.30 and 2.22 (t, J=7.9 Hz, 2H for two rotamers), 1.80-1.97 (m, 2H), 1.40-1.70 (m, 6H), 1.20-1.40 (m, 6H), 1.16 and ... The reactants are COC(=O)C1(CCCC1)CN (Methyl1-(aminomethyl)cyclopentane-1-carboxylate), COC(=O)C1(CCCC1)CN (Methyl1-(aminomethyl)cyclopentane-1-carboxylate), C1(CCCC1)=O (cyclopentanone), C(C)(=O)[O-].[Na+] (Sodium acetate), C(C)(=O)O[BH-](OC(C)=O)OC(C)=O.[Na+] (sodium triacetoxyborohydride). The solvent is C(Cl)Cl (DCM). Reaction conditions: time 48 hour. Product: COC(=O)C1(CCCC1)CNC1CCCC1 (methyl1-[(cyclopentylamino)methyl]cyclopentane-1-carboxylate). The yield is 76.3%. RXN SMILES: [CH3:1][O:2][C:3]([C:5]1([CH2:10][NH2:11])[CH2:9][CH2:8][CH2:7][CH2:6]1)=[O:4].[C:12]1(=O)[CH2:16][CH2:15][CH2:14][CH2:13]1.C([O-])(=O)C.[Na+].C(O[BH-](OC(=O)C)OC(=O)C)(=O)C.[Na+]>C(Cl)Cl>[CH3:1][O:2][C:3]([C:5]1([CH2:10][NH:11][CH:12]2[CH2:16][CH2:15][CH2:14][CH2:13]2)[CH2:6][CH2:7][CH2:8][CH2:9]1)=[O:4] |f:2.3,4.5|. Procedure details: Methyl1-(aminomethyl)cyclopentane-1-carboxylate (Intermediate 259; 1.5 g, 9.54 mmol) and cyclopentanone (1.0 mL, 11.45 mmol) were stirred in DCM (40 mL). Sodium acetate (940 mg, 11.45 mmol) and sodium triacetoxyborohydride (3.04 g, 14.31 mmol) were added. The mixture was stirred at room temperature for 48 hours. The reaction mixture was filtered and the filtrate concentrated. The residue was dissolved in methanol and absorbed on to an SCX column, which was then washed with methanol and eluted wi...